From a dataset of the Open Reaction Database (ORD), a public repository of structured organic reaction records. describe an organic reaction: reactants, conditions, products, and yield The reactants are Fc1ccc(Cl)cc1CBr, O=C1CCN(Cc2ccccc2)C1, CCOCC, [Cl-], I, [Mg], [NH4+]. Product: OC1(Cc2cc(Cl)ccc2F)CCN(Cc2ccccc2)C1. As a reaction SMILES: [Br:3][CH2:4][c:5]1[c:6]([F:12])[cH:7][cH:8][c:9]([Cl:11])[cH:10]1.[CH2:13]([c:14]1[cH:15][cH:16][cH:17][cH:18][cH:19]1)[N:20]1[CH2:21][C:22](=[O:25])[CH2:23][CH2:24]1.[CH3:28][CH2:29][O:30][CH2:31][CH3:32].[Cl-:26].[I:2].[Mg:1].[NH4+:27]>>[CH2:4]([c:5]1[c:6]([F:12])[cH:7][cH:8][c:9]([Cl:11])[cH:10]1)[C:22]1([OH:25])[CH2:21][N:20]([CH2:13][c:14]2[cH:15][cH:16][cH:17][cH:18][cH:19]2)[CH2:24][CH2:23]1. Reactants: COC(=O)c1ccc(Cn2nc(-c3cc(Cl)cc(Cl)c3)cc2C(=O)OC(C)(C)C)cc1, ClCCl, O=C(O)C(F)(F)F. Product: COC(=O)c1ccc(Cn2nc(-c3cc(Cl)cc(Cl)c3)cc2C(=O)O)cc1. Reaction SMILES: [Cl:1][c:2]1[cH:3][c:4](-[c:9]2[n:10][n:11]([CH2:21][c:22]3[cH:23][cH:24][c:25]([C:28](=[O:29])[O:30][CH3:31])[cH:26][cH:27]3)[c:12]([C:14](=[O:15])[O:16][C:17]([CH3:18])([CH3:19])[CH3:20])[cH:13]2)[cH:5][c:6]([Cl:8])[cH:7]1.[Cl:39][CH2:40][Cl:41].[OH:32][C:33]([C:34]([F:35])([F:36])[F:37])=[O:38]>>[Cl:1][c:2]1[cH:3][c:4](-[c:9]2[n:10][n:11]([CH2:21][c:22]3[cH:23][cH:24][c:25]([C:28](=[O:29])[O:30][CH3:31])[cH:26][cH:27]3)[c:12]([C:14](=[O:15])[OH:16])[cH:13]2)[cH:5][c:6]([Cl:8])[cH:7]1.